Dataset: the Open Reaction Database (ORD), a public repository of structured organic reaction records. Task: describe an organic reaction: reactants, conditions, products, and yield Reactants: C1(=CC=CC=C1)C (Toluene), C(OC)(OC)OC (trimethyl orthoformate), NC=1C2=C(N=CN1)N(C=C2C#CC2=CC(=CC(=C2)OC)OC)[C@H]2C[C@H](N(C2)C(=O)OC(C)(C)C)C(=O)NN ((2S,4S)-tert-butyl 4-(4-amino-5-((3,5-dimethoxyphenyl)ethynyl)-7H-pyrrolo[2,3-d]pyrimidin-7-yl)-2-(hydrazine carbonyl)pyrrolidine-1-carboxylate), C(C)(=O)O (Acetic acid). The solvent is O (water), C(C)(=O)OCC (Ethyl acetate). Conditions: temperature 110 celsius, time 8 hour. Yields the product NC=1C2=C(N=CN1)N(C=C2C#CC2=CC(=CC(=C2)OC)OC)[C@H]2C[C@H](N(C2)C(=O)OC(C)(C)C)C=2OC=NN2 ((2S,4S)-tert-butyl 4-(4-amino-5-((3,5-dimethoxyphenyl)ethynyl)-7H-pyrrolo[2,3-d]pyrimidin-7-yl)-2-(1,3,4-oxadiazole-2-yl)pyrrolidine-1-carboxylate). As a reaction SMILES: [C:1]1(C)C=CC=CC=1.C(OC)(OC)OC.[NH2:15][C:16]1[C:17]2[C:24]([C:25]#[C:26][C:27]3[CH:32]=[C:31]([O:33][CH3:34])[CH:30]=[C:29]([O:35][CH3:36])[CH:28]=3)=[CH:23][N:22]([C@@H:37]3[CH2:41][N:40]([C:42]([O:44][C:45]([CH3:48])([CH3:47])[CH3:46])=[O:43])[C@H:39]([C:49]([NH:51][NH2:52])=[O:50])[CH2:38]3)[C:18]=2[N:19]=[CH:20][N:21]=1.C(O)(=O)C>O.C(OCC)(=O)C>[NH2:15][C:16]1[C:17]2[C:24]([C:25]#[C:26][C:27]3[CH:32]=[C:31]([O:33][CH3:34])[CH:30]=[C:29]([O:35][CH3:36])[CH:28]=3)=[CH:23][N:22]([C@@H:37]3[CH2:41][N:40]([C:42]([O:44][C:45]([CH3:46])([CH3:47])[CH3:48])=[O:43])[C@H:39]([C:49]4[O:50][CH:1]=[N:52][N:51]=4)[CH2:38]3)[C:18]=2[N:19]=[CH:20][N:21]=1. Procedure: Toluene (3 ml) and trimethyl orthoformate (79 μl) were added to the (2S,4S)-tert-butyl 4-(4-amino-5-((3,5-dimethoxyphenyl)ethynyl)-7H-pyrrolo[2,3-d]pyrimidin-7-yl)-2-(hydrazine carbonyl)pyrrolidine-1-carboxylate (93.6 mg) obtained in Step 2, and the resulting mixture was stirred at 110° C. overnight. Acetic acid (400 μl) was added to the reaction mixture, and stirred at 110° C. for 6 hours. Ethyl acetate and water were added to the reaction mixture to separate the organic layer. The organic laye... Starting materials: C#CC(C)(C)O, CC(Cl)C(=O)Cl, Cl, O. The product is C#CC(C)(C)OC(=O)C(C)Cl. RXN SMILES: [CH3:1][C:2]([C:3]#[CH:4])([OH:5])[CH3:6].[Cl:7][CH:8]([C:9](=[O:10])[Cl:11])[CH3:12].[ClH:13].[OH2:14]>>[CH3:1][C:2]([C:3]#[CH:4])([O:5][C:9]([CH:8]([Cl:7])[CH3:12])=[O:10])[CH3:6]. The reactants are OC1=CC=CC=2NC3=CC=CC=C3C12 (4-hydroxycarbazole), BrCCBr (1,2-dibromoethane), aqueous solution, [OH-].[Na+] (NaOH). Run in O (water). Product: BrCCOC=1C=CC=2NC3=CC=CC=C3C2C1 (3-(2-bromoethoxy)-9H-carbazole). Isolated yield 32.0%. As a reaction SMILES: O[C:2]1[C:14]2[C:13]3[C:8](=[CH:9][CH:10]=[CH:11][CH:12]=3)[NH:7][C:6]=2[CH:5]=[CH:4][CH:3]=1.[Br:15][CH2:16][CH2:17]Br.[OH-:19].[Na+]>O>[Br:15][CH2:16][CH2:17][O:19][C:3]1[CH:4]=[CH:5][C:6]2[NH:7][C:8]3[C:13]([C:14]=2[CH:2]=1)=[CH:12][CH:11]=[CH:10][CH:9]=3 |f:2.3|. Procedure details: A mixture of 1.83 g (10 mmol) of 4-hydroxycarbazole (J. Chem. Soc. (1955), 3475-3477; J. Med. Chem. (1964) 7, 158-161), 1.08 ml (12,5 mmol) of 1,2-dibromoethane and 2.6 ml (10.5 mmol) of a 4 M aqueous solution of NaOH in 2 ml of water is heated under reflux for 5 hours. After the temperature returns to 20° C., the product is extracted using 2 times 30 ml of CH2Cl2. The organic solutions collected are then successively washed with 20 ml of water and 20 ml of salt water. After drying over MgSO4, f... Reactants: ice, C(C1=CC=CC=C1)N1C(C2=CC=CC=C2CC1=O)=O (2-benzyl-4H-isoquinoline-1,3-dione), [BH4-].[Na+] (sodium borohydride). The solvent is CO (methanol). Reaction conditions: time 48 hour. Product: C(C1=CC=CC=C1)N1C(C2=CC=CC=C2CC1O)=O (Racemic 2-Benzyl-3-hydroxy-3,4-dihydro-2H-isoquinoline-1-one). RXN SMILES: [CH2:1]([N:8]1[C:17](=[O:18])[CH2:16][C:15]2[C:10](=[CH:11][CH:12]=[CH:13][CH:14]=2)[C:9]1=[O:19])[C:2]1[CH:7]=[CH:6][CH:5]=[CH:4][CH:3]=1.[BH4-].[Na+]>CO>[CH2:1]([N:8]1[CH:17]([OH:18])[CH2:16][C:15]2[C:10](=[CH:11][CH:12]=[CH:13][CH:14]=2)[C:9]1=[O:19])[C:2]1[CH:3]=[CH:4][CH:5]=[CH:6][CH:7]=1 |f:1.2|. Procedure details: To a well-stirred ice-bath-chilled solution of 2-benzyl-4H-isoquinoline-1,3-dione (5.0 g, 20 mmol) in methanol (40 ml), sodium borohydride (3.0 g, 80 mmol) was added portionwise over 20 minutes. The reaction mixture was stirred at ambient temperature for 48 hours. TLC inspection of a reaction aliquot confirmed substantial formation of product, with some starting material remaining. TLC Rf of the title compound (silica gel plates; u.v. detection; elution with ethyl acetate/hexane=3.7 in volume): ... Yields the product ClCC1=CC=C(C=C1)C1=NSC2=C1C=CC=C2 (3-(4-chloromethylphenyl)-1,2-benzisothiazole). Reaction SMILES: [CH3:1][C:2]1[CH:7]=[CH:6][C:5]([C:8]2[C:12]3[CH:13]=[CH:14][CH:15]=[CH:16][C:11]=3[S:10][N:9]=2)=[CH:4][CH:3]=1.[Cl:17]Cl>>[Cl:17][CH2:1][C:2]1[CH:7]=[CH:6][C:5]([C:8]2[C:12]3[CH:13]=[CH:14][CH:15]=[CH:16][C:11]=3[S:10][N:9]=2)=[CH:4][CH:3]=1. Procedure: 225 parts of 3-(4-methylphenyl)-1,2-benzisothiazole are heated to 170° C. in a stirred apparatus and 100 parts of chlorine are passedin over 2 hours whilst irradiating the mixture with a UV lamp. The end point of the reaction is determined by gas chromatography (disappearance of the starting material). The reaction mixture is then cooled and the product is filtered off and recrystallized from methanol. 208 parts of 3-(4-chloromethylphenyl)-1,2-benzisothiazole, melting at 86°-89° C., are obtained... Run at time 2 hour. Reactants: CC1=CC=C(C=C1)C1=NSC2=C1C=CC=C2 (3-(4-methylphenyl)-1,2-benzisothiazole), ClCl (chlorine). Product: CCCN1CCC(c2cc(OC)c(Nc3nccc(-c4c(-c5ccc(OCC)c(C(=O)Nc6c(F)cccc6F)c5)nc5ccccn45)n3)cc2C)CC1. RXN SMILES: [CH3:37][c:38]1[c:39]([CH:47]2[CH2:48][CH2:49][N:50]([CH2:53][CH2:54][CH3:55])[CH2:51][CH2:52]2)[cH:40][c:41]([O:45][CH3:46])[c:42]([NH2:43])[cH:44]1.[CH3:67][O-:68].[CH:73]([OH:74])([CH3:75])[CH3:76].[Cl:1][c:2]1[n:3][cH:4][cH:5][c:6](-[c:8]2[c:9](-[c:17]3[cH:18][cH:19][c:20]([O:34][CH2:35][CH3:36])[c:21]([C:22](=[O:23])[NH:24][c:25]4[c:26]([F:32])[cH:27][cH:28][cH:29][c:30]4[F:31])[cH:33]3)[n:10][c:11]3[n:12]2[cH:13][cH:14][cH:15][cH:16]3)[n:7]1.[Cl:70][CH2:71][Cl:72].[Na+:69].[c:56]1([CH3:57])[cH:58][cH:59][c:60]([S:61]([OH:62])(=[O:63])=[O:64])[cH:65][cH:66]1>>[c:2]1([NH:43][c:42]2[c:41]([O:45][CH3:46])[cH:40][c:39]([CH:47]3[CH2:48][CH2:49][N:50]([CH2:53][CH2:54][CH3:55])[CH2:51][CH2:52]3)[c:38]([CH3:37])[cH:44]2)[n:3][cH:4][cH:5][c:6](-[c:8]2[c:9](-[c:17]3[cH:18][cH:19][c:20]([O:34][CH2:35][CH3:36])[c:21]([C:22](=[O:23])[NH:24][c:25]4[c:26]([F:32])[cH:27][cH:28][cH:29][c:30]4[F:31])[cH:33]3)[n:10][c:11]3[n:12]2[cH:13][cH:14][cH:15][cH:16]3)[n:7]1. Starting materials: CCCN1CCC(c2cc(OC)c(N)cc2C)CC1, C[O-], CC(C)O, CCOc1ccc(-c2nc3ccccn3c2-c2ccnc(Cl)n2)cc1C(=O)Nc1c(F)cccc1F, ClCCl, [Na+], Cc1ccc(S(=O)(=O)O)cc1.